This data is from the Open Reaction Database (ORD), a public repository of structured organic reaction records. The task is: describe an organic reaction: reactants, conditions, products, and yield Starting materials: C1(CCC1)N1N=C(C2=CC=CC(=C12)C(F)(F)F)C1=C(C=C(C=C1)OC)OC (1-cyclobutyl-3-(2,4-dimethoxyphenyl)-7-(trifluoromethyl)-1H-indazole), B(Br)(Br)Br (boron tribromide), C1=CCCCC1 (cyclohexene). Product: C1(CCC1)N1N=C(C2=CC=CC(=C12)C(F)(F)F)C1=C(C=C(C=C1)O)O (4-[1-cyclobutyl-7-(trifluoromethyl)-1H-indazol-3-yl]benzene-1,3-diol). Isolated yield 41.0%. Reaction SMILES: [CH:1]1([N:5]2[C:13]3[C:8](=[CH:9][CH:10]=[CH:11][C:12]=3[C:14]([F:17])([F:16])[F:15])[C:7]([C:18]3[CH:23]=[CH:22][C:21]([O:24]C)=[CH:20][C:19]=3[O:26]C)=[N:6]2)[CH2:4][CH2:3][CH2:2]1.B(Br)(Br)Br.C1CCCCC=1>>[CH:1]1([N:5]2[C:13]3[C:8](=[CH:9][CH:10]=[CH:11][C:12]=3[C:14]([F:15])([F:16])[F:17])[C:7]([C:18]3[CH:23]=[CH:22][C:21]([OH:24])=[CH:20][C:19]=3[OH:26])=[N:6]2)[CH2:4][CH2:3][CH2:2]1. Procedure: Prepared according to Method D step C from 1-cyclobutyl-3-(2,4-dimethoxyphenyl)-7-(trifluoromethyl)-1H-indazole (0.575 g, 1.5 mmol), boron tribromide (0.866 mL, 9.1 mmol) and 0.5 mL of cyclohexene to give the product (0.214 g) as an off-white solid. Reactants: BrC[C@@H](C1=CC(=C(C=C1)OCC1=CC=CC=C1)NC=O)O[Si](C)(C)C(C)(C)C (2-bromo-(R)-1-tert-butyldimethylsiloxy-1-(3-formamido-4-benzyloxyphenyl)ethane), O[C@@H](CNC1=CC=C(C=C1)CCN)C1=CC=CC=C1 (2-[4-((R)-2-hydroxy-2-phenylethylamino)phenyl]ethylamine), C([O-])([O-])=O.[K+].[K+] (Potassium carbonate), [I-].[Na+] (sodium iodide). Solvent: CS(=O)C (dimethylsulfoxide), O (water), C(C)(=O)OC(C)C (isopropyl acetate). Conditions: temperature 140 celsius. Yields the product O[C@@H](CNC1=CC=C(C=C1)CCNC[C@@H](C1=CC(=C(C=C1)OCC1=CC=CC=C1)NC=O)O[Si](C)(C)C(C)(C)C)C1=CC=CC=C1 (N-{2-[4-((R)-2-hydroxy-2-phenylethylamino)phenyl]ethyl}-(R)-2-tert-butyldimethylsiloxy-2-(3-formamido-4-benzyloxyphenyl)ethylamine). Isolated yield 100.0%. As a reaction SMILES: Br[CH2:2][C@H:3]([O:21][Si:22]([C:25]([CH3:28])([CH3:27])[CH3:26])([CH3:24])[CH3:23])[C:4]1[CH:9]=[CH:8][C:7]([O:10][CH2:11][C:12]2[CH:17]=[CH:16][CH:15]=[CH:14][CH:13]=2)=[C:6]([NH:18][CH:19]=[O:20])[CH:5]=1.[OH:29][C@H:30]([C:42]1[CH:47]=[CH:46][CH:45]=[CH:44][CH:43]=1)[CH2:31][NH:32][C:33]1[CH:38]=[CH:37][C:36]([CH2:39][CH2:40][NH2:41])=[CH:35][CH:34]=1.C(=O)([O-])[O-].[K+].[K+].[I-].[Na+]>O.C(OC(C)C)(=O)C.CS(C)=O>[OH:29][C@H:30]([C:42]1[CH:47]=[CH:46][CH:45]=[CH:44][CH:43]=1)[CH2:31][NH:32][C:33]1[CH:38]=[CH:37][C:36]([CH2:39][CH2:40][NH:41][CH2:2][C@H:3]([O:21][Si:22]([C:25]([CH3:28])([CH3:27])[CH3:26])([CH3:24])[CH3:23])[C:4]2[CH:9]=[CH:8][C:7]([O:10][CH2:11][C:12]3[CH:17]=[CH:16][CH:15]=[CH:14][CH:13]=3)=[C:6]([NH:18][CH:19]=[O:20])[CH:5]=2)=[CH:35][CH:34]=1 |f:2.3.4,5.6|. Procedure details: Intermediate 4 (5.0 g, 11 mmol), intermediate 2 (3.5 g, 14 mmol), and dimethylsulfoxide (10 mL) were combined in a 100 mL round bottom flask and stirred to form a homogeneous solution. Potassium carbonate (6.0 g, 43 mmol) and sodium iodide (1.7 g, 11 mmol) were added and the reaction mixture was heated to 140° C. The reaction mixture was maintained at 140° C. for 10 min, then cooled to room temperature and diluted with water (24 mL) and isopropyl acetate (28 mL). The reaction was stirred until a... Reactants: NC1=CC(=NN1C=1C=C2C(OC(C2=CC1Cl)(F)F)(F)F)C#N (5-amino-1-(6-chloro-1,1,3,3-tetrafluoro-1,3-dihydroisobenzofuran-5-yl)-3-cyanopyrazole), S(=O)(Cl)Cl (thionyl chloride), FC(S(=O)[O-])(F)F.[Na+] (sodium trifluoro-methanesulfinate), S(=O)(=O)(O)C1=CC=C(C)C=C1.CNC (dimethylamine tosylate). The solvent is C1(=CC=CC=C1)C (toluene), O (water). Run at temperature 55 celsius, time 10 hour. Product: NC1=C(C(=NN1C=1C=C2C(OC(C2=CC1Cl)(F)F)(F)F)C#N)S(=O)C(F)(F)F (5-amino-1-(6-chloro-1,1,3,3-tetrafluoro-1,3-dihydroisobenzofuran-5-yl)-3-cyano-4-trifluoromethylsulfinylpyrazole). The yield is 18.6%. Reaction SMILES: [NH2:1][C:2]1[N:6]([C:7]2[CH:8]=[C:9]3[C:13](=[CH:14][C:15]=2[Cl:16])[C:12]([F:18])([F:17])[O:11][C:10]3([F:20])[F:19])[N:5]=[C:4]([C:21]#[N:22])[CH:3]=1.[F:23][C:24]([F:29])([F:28])[S:25]([O-])=[O:26].[Na+].S(C1C=CC(C)=CC=1)(O)(=O)=O.CNC.S(Cl)(Cl)=O>C1(C)C=CC=CC=1.O>[NH2:1][C:2]1[N:6]([C:7]2[CH:8]=[C:9]3[C:13](=[CH:14][C:15]=2[Cl:16])[C:12]([F:18])([F:17])[O:11][C:10]3([F:20])[F:19])[N:5]=[C:4]([C:21]#[N:22])[C:3]=1[S:25]([C:24]([F:29])([F:28])[F:23])=[O:26] |f:1.2,3.4|. Procedure details: To a suspension wherein 5-amino-1-(6-chloro-1,1,3,3-tetrafluoro-1,3-dihydroisobenzofuran-5-yl)-3-cyanopyrazole (600 mg, 1.80 mmol), sodium trifluoro-methanesulfinate (366 mg, 2.35 mmol) and dimethylamine tosylate (587 mg, 2.70 mmol) are in toluene (5 ml), thionyl chloride (278 mg, 2.34 mmol) was added dropwise over a period of about 10 minutes and then stirred at 50 to 60° C. for 10 hours. After allowing time to cool, the reaction solution was poured into water, extracted with ethyl acetate, and... As a reaction SMILES: C(OC(N1CCC(NC(C2SC=CC=2NC2C=CN=C3NC=CC=23)=O)C1)=O)(C)(C)C.[C:31]1([C@@H:37]([CH2:39][OH:40])[NH2:38])[CH:36]=[CH:35][CH:34]=[CH:33][CH:32]=1.[CH3:41][C:42]1[S:46][C:45]([C:47](O)=[O:48])=[C:44]([NH:50][C:51]2[CH:56]=[CH:55][N:54]=[C:53]3[NH:57][CH:58]=[CH:59][C:52]=23)[CH:43]=1.N1C2=NC=CC(NC3C=CSC=3C(O)=O)=C2C=C1>>[OH:40][CH2:39][C@@H:37]([NH:38][C:47]([C:45]1[S:46][C:42]([CH3:41])=[CH:43][C:44]=1[NH:50][C:51]1[CH:56]=[CH:55][N:54]=[C:53]2[NH:57][CH:58]=[CH:59][C:52]=12)=[O:48])[C:31]1[CH:36]=[CH:35][CH:34]=[CH:33][CH:32]=1. Procedure details: This compound was prepared in an analogous manner as 3-{[3-(1H-Pyrrolo[2,3-b]pyridin-4-ylamino)-thiophene-2-carbonyl]-amino}-pyrrolidine-1-carboxylic acid tert-butyl ester using (S)-2-phenylglycinol instead of 1-BOC-3-aminopyrrolidine and 5-Methyl-3-(1H-pyrrolo[2,3-b]pyridin-4-ylamino)-thiophene-2-carboxylic acid of 3-(1H-Pyrrolo[2,3-b]pyridin-4-ylamino)-thiophene-2-carboxylic acid. LCMS (ESI) 393 (M+H) 1H NMR (400 MHz, DMSO-d6) δ ppm 11.51 (1H, br. s.) 10.26 (1H, s) 8.12 (1H, d, J=8.05 Hz) 8.01... Reactants: C(C)(C)(C)OC(=O)N1CC(CC1)NC(=O)C=1SC=CC1NC1=C2C(=NC=C1)NC=C2 (3-{[3-(1H-Pyrrolo[2,3-b]pyridin-4-ylamino)-thiophene-2-carbonyl]-amino}-pyrrolidine-1-carboxylic acid tert-butyl ester), N1C=CC=2C1=NC=CC2NC2=C(SC=C2)C(=O)O (3-(1H-Pyrrolo[2,3-b]pyridin-4-ylamino)-thiophene-2-carboxylic acid), C1(=CC=CC=C1)[C@H](N)CO ((S)-2-phenylglycinol), CC1=CC(=C(S1)C(=O)O)NC1=C2C(=NC=C1)NC=C2 (5-Methyl-3-(1H-pyrrolo[2,3-b]pyridin-4-ylamino)-thiophene-2-carboxylic acid). Yields the product OC[C@H](C1=CC=CC=C1)NC(=O)C=1SC(=CC1NC1=C2C(=NC=C1)NC=C2)C (5-Methyl-3-(1H-pyrrolo[2,3-b]pyridin-4-ylamino)-thiophene-2-carboxylicacid ((S)-2-hydroxy-1-phenyl-ethyl)-amide). Starting materials: CC[O-], CCO, CCc1cccc(NC(=O)Nc2csc(-c3ccnc(Cl)c3)n2)n1, [Na+], O. Product: CCOc1cc(-c2nc(NC(=O)Nc3cccc(CC)n3)cs2)ccn1. RXN SMILES: [CH3:25][CH2:26][O-:27].[CH3:29][CH2:30][OH:31].[Cl:1][c:2]1[n:3][cH:4][cH:5][c:6](-[c:8]2[s:9][cH:10][c:11]([NH:13][C:14](=[O:15])[NH:16][c:17]3[n:18][c:19]([CH2:23][CH3:24])[cH:20][cH:21][cH:22]3)[n:12]2)[cH:7]1.[Na+:28].[OH2:32]>>[c:2]1([O:27][CH2:26][CH3:25])[n:3][cH:4][cH:5][c:6](-[c:8]2[s:9][cH:10][c:11]([NH:13][C:14](=[O:15])[NH:16][c:17]3[n:18][c:19]([CH2:23][CH3:24])[cH:20][cH:21][cH:22]3)[n:12]2)[cH:7]1. The reactants are Cl (hydrochloric acid), Trans 3-methyl-3-penten-1-in-5-ol, C(C)OC(O)O (orthoformic acid ethyl ester), C(C)OC(C#CC(=CCO)C)OCC (1,1-diethoxy-4-methyl-4-hexen-2-in-6-ol). The reagents and catalysts are [Pd] (palladium). Yields the product CC(C=CC=O)=CCO (4-methyl-6-hydroxy-2,4-hexadien-1-al). Reaction SMILES: C(OC(O)O)C.C([O:9][CH:10](OCC)[C:11]#[C:12][C:13]([CH3:17])=[CH:14][CH2:15][OH:16])C.Cl>[Pd]>[CH3:17][C:13](=[CH:14][CH2:15][OH:16])[CH:12]=[CH:11][CH:10]=[O:9]. Procedure: Trans 3-methyl-3-penten-1-in-5-ol is reacted with orthoformic acid ethyl ester. The resulting 1,1-diethoxy-4-methyl-4-hexen-2-in-6-ol is partially hydrogenated by means of a deactivated palladium catalyst, followed by treatment with hydrochloric acid to form 4-methyl-6-hydroxy-2,4-hexadien-1-al. Reaction with α-carbethoxy-ethylene-triphenyl-phosphoran yields 2,6-dimethyl-8-hydroxy-2,4,6-octatrien-1-oic acid ethyl ester, which can be oxidized by means of manganous oxide to 2,6-dimethyl-8-oxo-2,4,... The reactants are C=CCN(CCC)C1COc2cccc(OS(=O)(=O)C(F)(F)F)c2C1, C[Sn](C)(C)C, [Cl-], [Li+], CN(C)C=O, Cl[Pd]Cl. Yields the product C=CCN(CCC)C1COc2cccc(C(C)=O)c2C1. Reaction SMILES: [CH2:1]([CH:2]=[CH2:3])[N:4]([CH2:5][CH2:6][CH3:7])[CH:8]1[CH2:9][O:10][c:11]2[cH:12][cH:13][cH:14][c:15]([O:18][S:19]([C:20]([F:21])([F:22])[F:23])(=[O:24])=[O:25])[c:16]2[CH2:17]1.[CH3:28][Sn:29]([CH3:30])([CH3:31])[CH3:32].[Cl-:26].[Li+:27].[O:33]=[CH:34][N:35]([CH3:36])[CH3:37].[Pd:38]([Cl:39])[Cl:40]>>[CH2:1]([CH:2]=[CH2:3])[N:4]([CH2:5][CH2:6][CH3:7])[CH:8]1[CH2:9][O:10][c:11]2[cH:12][cH:13][cH:14][c:15]([C:34]([CH3:28])=[O:33])[c:16]2[CH2:17]1.